The task is: describe an organic reaction: reactants, conditions, products, and yield. This data is from the Open Reaction Database (ORD), a public repository of structured organic reaction records. The reactants are CC(C(=O)O)(C)SC1=CN=C(S1)NC(=O)N(CCC1=CC=CC=C1)[C@@H]1CC[C@H](CC1)C (2-methyl-2-{2-[3-(trans-4-methyl-cyclohexyl)-3-phenethyl-ureido]-thiazol-5-ylsulfanyl}-propionic acid), BrCCC1=CC(=C(C=C1)OC)OC (1-(2-bromo-ethyl)-3,4-dimethoxy-benzene), C(C)OC(C(C)(C)SC1=CN=C(S1)N)=O (2-(2-amino-thiazol-5-ylsulfanyl)-2-methyl-propionic acid ethyl ester). Product: COC=1C=C(C=CC1OC)CCN(C(NC=1SC(=CN1)SC(C(=O)O)(C)C)=O)[C@@H]1CC[C@H](CC1)C (2-{2-[3-[2-(3,4-Dimethoxy-phenyl)-ethyl]-3-(trans-4-methyl-cyclohexyl)-ureido]-thiazol-5-ylsulfanyl}-2-methyl-propionic acid). RXN SMILES: [CH3:1][C:2]([S:7][C:8]1[S:12][C:11]([NH:13][C:14]([N:16]([C@H:25]2[CH2:30][CH2:29][C@H:28]([CH3:31])[CH2:27][CH2:26]2)CCC2C=CC=CC=2)=[O:15])=[N:10][CH:9]=1)([CH3:6])[C:3]([OH:5])=[O:4].Br[CH2:33][CH2:34][C:35]1[CH:40]=[CH:39][C:38]([O:41][CH3:42])=[C:37]([O:43][CH3:44])[CH:36]=1.C(OC(=O)C(SC1SC(N)=NC=1)(C)C)C>>[CH3:44][O:43][C:37]1[CH:36]=[C:35]([CH2:34][CH2:33][N:16]([C@H:25]2[CH2:30][CH2:29][C@H:28]([CH3:31])[CH2:27][CH2:26]2)[C:14](=[O:15])[NH:13][C:11]2[S:12][C:8]([S:7][C:2]([CH3:6])([CH3:1])[C:3]([OH:5])=[O:4])=[CH:9][N:10]=2)[CH:40]=[CH:39][C:38]=1[O:41][CH3:42]. Procedure details: The compound was prepared following an analogous procedure to the one described for the synthesis of 2-methyl-2-{2-[3-(trans-4-methyl-cyclohexyl)-3-phenethyl-ureido]-thiazol-5-ylsulfanyl}-propionic acid using 1-(2-bromo-ethyl)-3,4-dimethoxy-benzene and 2-(2-amino-thiazol-5-ylsulfanyl)-2-methyl-propionic acid ethyl ester. Starting materials: C(C)(C)(C)OC(NCCNC1CCN(CC1)C1=C(C=CC=C1)C)=O ((2-(1-o-Tolyl-piperidin-4-ylamino)-ethyl)-carbamic acid tert-butyl ester), Cl.CCOC(=O)C (HCl EtOAc). The solvent is C(C)(=O)OCC (ethyl acetate). Run at time 1 hour. Product: C1(=C(C=CC=C1)N1CCC(CC1)NCCN)C (N1(1-o-Tolylpiperidin-4-yl)ethane-1,2-diamine). RXN SMILES: C(OC(=O)[NH:7][CH2:8][CH2:9][NH:10][CH:11]1[CH2:16][CH2:15][N:14]([C:17]2[CH:22]=[CH:21][CH:20]=[CH:19][C:18]=2[CH3:23])[CH2:13][CH2:12]1)(C)(C)C.Cl.CCOC(C)=O>C(OCC)(=O)C>[C:18]1([CH3:23])[CH:19]=[CH:20][CH:21]=[CH:22][C:17]=1[N:14]1[CH2:15][CH2:16][CH:11]([NH:10][CH2:9][CH2:8][NH2:7])[CH2:12][CH2:13]1 |f:1.2|. Procedure: A solution of 15 (115 mg, 0.344 mmol) in ethyl acetate (2 mL) was treated with sat'd HCl/EtOAc solution (3 mL) at room temperature. The mixture was stirred at room temperature (1 h). The solvent was removed in vacuo and the residue dissolved in dichloromethane and sodium carbonate solution. The aqueous layer was extracted with two additional portions of dichloromethane and the combined organic extracts were washed with brine, dried over Na2SO4, and concentrated under reduced pressure to afford t... The reactants are C(C)OC(=O)C1=C(N(C(=C1Cl)Cl)CCC(C)C)C (4,5-Dichloro-2-methyl-1-(3-methyl-butyl)-1H-pyrrole-3-carboxylic acid ethyl ester), BrN1C(CCC1=O)=O (N-bromosuccinimide), C(C1=CC=CC=C1)(=O)OOC(C1=CC=CC=C1)=O (benzoyl peroxide). Run in C1=CC=CC=C1 (benzene), C(C)(=O)OCC (ethyl acetate). The product is C(C)OC(=O)C1=C(N(C(=C1Cl)Cl)CCC(C)C)CBr (4,5-dichloro-2-bromomethyl-1-(3-methyl-butyl)-1H-pyrrole-3-carboxylic acid ethyl ester). Yield: 99.7%. Reaction SMILES: [CH2:1]([O:3][C:4]([C:6]1[C:10]([Cl:11])=[C:9]([Cl:12])[N:8]([CH2:13][CH2:14][CH:15]([CH3:17])[CH3:16])[C:7]=1[CH3:18])=[O:5])[CH3:2].[Br:19]N1C(=O)CCC1=O.C(OOC(=O)C1C=CC=CC=1)(=O)C1C=CC=CC=1>C1C=CC=CC=1.C(OCC)(=O)C>[CH2:1]([O:3][C:4]([C:6]1[C:10]([Cl:11])=[C:9]([Cl:12])[N:8]([CH2:13][CH2:14][CH:15]([CH3:17])[CH3:16])[C:7]=1[CH2:18][Br:19])=[O:5])[CH3:2]. Procedure details: 4,5-Dichloro-2-methyl-1-(3-methyl-butyl)-1H-pyrrole-3-carboxylic acid ethyl ester (14.3 g, 48.9 mmol), N-bromosuccinimide (8.93 g, 50.2 mmol), and benzoyl peroxide (1.18 g, 4.89 mmol) were suspended in 123 mL of benzene and heated at reflux temperature for 16 hours. The reaction mixture was cooled and diluted with ethyl acetate. The reaction mixture was washed successively with saturated bicarbonate solution, brine, saturated ammonium chloride solution, and brine. The organic solvent was dried, ...